Dataset: the Open Reaction Database (ORD), a public repository of structured organic reaction records. Task: describe an organic reaction: reactants, conditions, products, and yield Starting materials: N1=CC=CC2=CC=CC=C12 (Quinoline), CS(=O)(=O)C1=CC=C(C=C1)CC#N ((4-methanesulfonyl-phenyl)-acetonitrile), N1CCCCC1 (piperidine), C1(=CC=CC=C1)C (toluene). Reaction conditions: temperature 21 celsius, time 6 hour. Product: C(C)(C)C=1C=C2C=CC=NC2=C(C1)C=1C=C(C=CC1)C=C(C#N)C1=CC=C(C=C1)S(=O)(=O)C (3-[3-(6-Isopropylquinolin-8-yl)-phenyl]-2-[4-(methylsulfonyl)-phenyl]-prop-2-enenitrile). Reaction SMILES: [N:1]1[C:10]2[C:5](=[CH:6][CH:7]=[CH:8][CH:9]=2)[CH:4]=[CH:3][CH:2]=1.[CH3:11][S:12]([C:15]1[CH:20]=[CH:19][C:18]([CH2:21][C:22]#[N:23])=[CH:17][CH:16]=1)(=[O:14])=[O:13].N1CC[CH2:27][CH2:26][CH2:25]1.[C:30]1([CH3:36])[CH:35]=[CH:34][CH:33]=[CH:32][CH:31]=1>>[CH:26]([C:7]1[CH:6]=[C:5]2[C:10](=[C:9]([C:32]3[CH:31]=[C:30]([CH:36]=[C:21]([C:18]4[CH:19]=[CH:20][C:15]([S:12]([CH3:11])(=[O:13])=[O:14])=[CH:16][CH:17]=4)[C:22]#[N:23])[CH:35]=[CH:34][CH:33]=3)[CH:8]=1)[N:1]=[CH:2][CH:3]=[CH:4]2)([CH3:27])[CH3:25]. Procedure details: A solution of Quinoline 04 (5 g, 18 mmol), 4-methanesulfonylacetonitrile (3.5 g, 18 mmol) from Step 1 and piperidine (0.1 mL) in toluene (5 mL) was heated at 130° C. After 6 h, the mixture was cooled to 21° C. and purified by flash chromatography (eluting with ethylacetate/hexane, 1:1 to 75:25) to afforded the title compound.